From a dataset of the Open Reaction Database (ORD), a public repository of structured organic reaction records. describe an organic reaction: reactants, conditions, products, and yield Reactants: BrC=1C=C(C=CC1)C(CC(CC=C)O)O[Si](C)(C)C(C)(C)C (1-(3-bromophenyl)-1-(tert-butyldimethylsilyloxy)hex-5-en-3-ol), [F-].C(CCC)[N+](CCCC)(CCCC)CCCC (tetrabutylammonium fluoride). Run in O1CCCC1 (tetrahydrofuran), C1CCOC1 (THF), ClCCl (dichloromethane). Run at time 2 hour. The product is BrC=1C=C(C=CC1)C(CC(CC=C)O)O (1-(3-Bromophenyl)hex-5-ene-1,3-diol), mixture. Yield: 99.0%. As a reaction SMILES: [Br:1][C:2]1[CH:3]=[C:4]([CH:8]([O:15][Si](C(C)(C)C)(C)C)[CH2:9][CH:10]([OH:14])[CH2:11][CH:12]=[CH2:13])[CH:5]=[CH:6][CH:7]=1.[F-].C([N+](CCCC)(CCCC)CCCC)CCC>O1CCCC1.ClCCl>[Br:1][C:2]1[CH:3]=[C:4]([CH:8]([OH:15])[CH2:9][CH:10]([OH:14])[CH2:11][CH:12]=[CH2:13])[CH:5]=[CH:6][CH:7]=1 |f:1.2|. Procedure: To a solution of 1-(3-bromophenyl)-1-(tert-butyldimethylsilyloxy)hex-5-en-3-ol (18.8 g, 44.0 mmol) in tetrahydrofuran (60 mL) is added 1 M tetrabutylammonium fluoride solution in THF (66.0 mL, 66.0 mmol). The resulting mixture is stirred at room temperature for 2 hours. The mixture is diluted with dichloromethane and is washed sequentially with water and saturated ammonium chloride aqueous solution. The organic layer is dried over sodium sulfate, filtered, and concentrated under reduced pressure... The solvent is ClCCl (dichloromethane), ClCCl (dichloromethane). Procedure: A solution containing 2-(4-bromoanilino)-1-phenyl-1-ethanol (0.74 g, 0.00253 mol), N,N-diisopropylethylamine (1.01 g, 0.00786 mol) and N,N-dimethylaminopyridine (0.092 g, 0.00076 mol) in anhydrous dichloromethane (32 mL) was cooled to 0° C. and a solution of triphosgene (0.38 g, 0.00127 mol) in anhydrous dichloromethane (8 mL) was added dropwise. The reaction mixture was slowly warmed up to ambient temperature while stirring under an atmosphere of nitrogen for eighteen hours. The organic phase w... Yields the product BrC1=CC=C(C=C1)N1C(OC(C1)C1=CC=CC=C1)=O (3-(4-bromophenyl)-5-phenyl-1,3-oxazolan-2-one). The yield is 151.2%. Reaction SMILES: [Br:1][C:2]1[CH:17]=[CH:16][C:5]([NH:6][CH2:7][CH:8]([C:10]2[CH:15]=[CH:14][CH:13]=[CH:12][CH:11]=2)[OH:9])=[CH:4][CH:3]=1.C(N(CC)C(C)C)(C)C.Cl[C:28](Cl)([O:30]C(=O)OC(Cl)(Cl)Cl)Cl>ClCCl>[Br:1][C:2]1[CH:3]=[CH:4][C:5]([N:6]2[CH2:7][CH:8]([C:10]3[CH:15]=[CH:14][CH:13]=[CH:12][CH:11]=3)[O:9][C:28]2=[O:30])=[CH:16][CH:17]=1. Reactants: ClC(Cl)(OC(OC(Cl)(Cl)Cl)=O)Cl (triphosgene), BrC1=CC=C(NCC(O)C2=CC=CC=C2)C=C1 (2-(4-bromoanilino)-1-phenyl-1-ethanol), C(C)(C)N(C(C)C)CC (N,N-diisopropylethylamine), N,N-dimethylaminopyridine. Reaction conditions: temperature 0 celsius.